This data is from the Open Reaction Database (ORD), a public repository of structured organic reaction records. The task is: describe an organic reaction: reactants, conditions, products, and yield Starting materials: Br, O=c1[nH]cnc2c(Br)sc(Br)c12, CC(=O)O. Yields the product O=c1[nH]cnc2c(Br)scc12. Reaction SMILES: [Br:13].[Br:1][c:2]1[s:3][c:4]([Br:12])[c:5]2[n:6][cH:7][nH:8][c:9](=[O:11])[c:10]12.[CH3:14][C:15](=[O:16])[OH:17]>>[cH:2]1[s:3][c:4]([Br:12])[c:5]2[n:6][cH:7][nH:8][c:9](=[O:11])[c:10]12. Reactants: COC1CCC2(CC1)Oc1ccc(Br)cc1C2=NS(=O)C(C)(C)C, C1COCCO1, CCOCC. The product is COC1CCC2(CC1)Oc1ccc(Br)cc1C2=N. RXN SMILES: [Br:1][c:2]1[cH:3][cH:4][c:5]2[c:6]([cH:24]1)[C:7](=[N:17][S:18]([C:19]([CH3:20])([CH3:21])[CH3:22])=[O:23])[C:8]1([O:9]2)[CH2:10][CH2:11][CH:12]([O:15][CH3:16])[CH2:13][CH2:14]1.[CH2:30]1[O:31][CH2:32][CH2:33][O:34][CH2:35]1.[CH3:25][CH2:26][O:27][CH2:28][CH3:29]>>[Br:1][c:2]1[cH:3][cH:4][c:5]2[c:6]([cH:24]1)[C:7](=[NH:17])[C:8]1([O:9]2)[CH2:10][CH2:11][CH:12]([O:15][CH3:16])[CH2:13][CH2:14]1. The reactants are O=C([O-])[O-], Cn1c(=O)c2[nH]cnc2n(C)c1=O, Cc1ccc(C(=O)c2ccc(CBr)cc2)cc1, [K+], [K+], CN(C)C=O, O. Yields the product Cc1ccc(C(=O)c2ccc(Cn3cnc4c3c(=O)n(C)c(=O)n4C)cc2)cc1. RXN SMILES: [C:14](=[O:15])([O-:16])[O-:17].[CH3:1][n:2]1[c:3](=[O:4])[n:5]([CH3:13])[c:6]2[n:7][cH:8][nH:9][c:10]2[c:11]1=[O:12].[CH3:20][c:21]1[cH:22][cH:23][c:24]([C:25](=[O:26])[c:27]2[cH:28][cH:29][c:30]([CH2:31][Br:32])[cH:33][cH:34]2)[cH:35][cH:36]1.[K+:18].[K+:19].[O:37]=[CH:38][N:39]([CH3:40])[CH3:41].[OH2:42]>>[CH3:1][n:2]1[c:3](=[O:4])[n:5]([CH3:13])[c:6]2[n:7][cH:8][n:9]([CH2:31][c:30]3[cH:29][cH:28][c:27]([C:25]([c:24]4[cH:23][cH:22][c:21]([CH3:20])[cH:36][cH:35]4)=[O:26])[cH:34][cH:33]3)[c:10]2[c:11]1=[O:12]. The reactants are C(C(C)C)OCCC1=CC=C(OCC2CO2)C=C1 (1-[4-(2-isobutoxy-ethyl)phenoxy]-2,3-epoxypropane), NCCOC=1C=C(C=CC1)C=1CCC(NN1)=O (6-[3-(2-aminoethoxy)phenyl]-4,5-dihydro-3(2H)-pyridazinone). The product is C(C(C)C)OCCC1=CC=C(OCC(CNCCOC=2C=C(C=CC2)C=2CCC(NN2)=O)O)C=C1 (6-[3-[2-[3-(4-(2-Isobutoxy-ethyl)phenoxy)-2-hydroxypropylamino]ethoxy]phenyl]-4,5-dihydro-3(2H)-pyridazinone). As a reaction SMILES: [CH2:1]([O:5][CH2:6][CH2:7][C:8]1[CH:18]=[CH:17][C:11]([O:12][CH2:13][CH:14]2[O:16][CH2:15]2)=[CH:10][CH:9]=1)[CH:2]([CH3:4])[CH3:3].[NH2:19][CH2:20][CH2:21][O:22][C:23]1[CH:24]=[C:25]([C:29]2[CH2:30][CH2:31][C:32](=[O:35])[NH:33][N:34]=2)[CH:26]=[CH:27][CH:28]=1>>[CH2:1]([O:5][CH2:6][CH2:7][C:8]1[CH:18]=[CH:17][C:11]([O:12][CH2:13][CH:14]([OH:16])[CH2:15][NH:19][CH2:20][CH2:21][O:22][C:23]2[CH:24]=[C:25]([C:29]3[CH2:30][CH2:31][C:32](=[O:35])[NH:33][N:34]=3)[CH:26]=[CH:27][CH:28]=2)=[CH:10][CH:9]=1)[CH:2]([CH3:4])[CH3:3]. Reported procedure: Prepared analogously to Example 1 from 1-[4-(2-isobutoxy-ethyl)phenoxy]-2,3-epoxypropane and 6-[3-(2-aminoethoxy)phenyl]-4,5-dihydro-3(2H)-pyridazinone.